Dataset: the Open Reaction Database (ORD), a public repository of structured organic reaction records. Task: describe an organic reaction: reactants, conditions, products, and yield Starting materials: S1N=C(C2=C1C=CC=C2)N2CCN(CC2)CCCCN2C(C(C1(CCCC1)CC2=O)O)=O (8-[4-[4-(1,2-benzisothiazol-3 yl)-1-piperazinyl]butyl]-6-hydroxy-8-azaspiro[4.5]decane-7,9-dione), ( 15 ), Diacid, C(C)(=O)OC(C)=O (acetic anhydride), ( 8 ), [K+].[Br-] (KBr), ( 8 ). Yields the product C1C=CCC12CC(OC(C2)=O)=O (8-oxaspiro[4.5]dec-2-ene-7,9-dione). Reaction SMILES: [C:1]([O:4][C:5](=[O:7])[CH3:6])(=[O:3])[CH3:2].[K+].[Br-].S1C2C=CC=CC=2C(N2CCN(CCCCN3C(=O)C[C:32]4([CH2:36][CH2:35][CH2:34][CH2:33]4)C(O)C3=O)CC2)=N1>>[CH2:36]1[C:35]2([CH2:6][C:5](=[O:7])[O:4][C:1](=[O:3])[CH2:2]2)[CH2:34][CH:33]=[CH:32]1 |f:1.2|. Procedure: Diacid IVe (10.5 g, 57.0 mmol) was dissolved in acetic anhydride (40.0 g, 0.392 mol) and heated to reflux for 15 h. The excess acetic anhydride was distilled off and the resulting oil taken up in a minimum of hot benzene. Slow dilution with hot hexane afforded 8.90 g (two crops, 95%) of IVf as off-white needles, mp 64-5° C.; IR (KBr) 1800, 1770, 1080, 1065, 955 cm-1 ; 1H NMR (CDCl3) δ 5.68 (s, 2H), 2.78 (s, 4H), 2.34 (s, 4H); mass spectrum, m/z (relative intensity) 167 (M+1, 100), 149 (15), 139 ... Starting materials: CCOC(=O)c1cscc1Br, O=[N+]([O-])O, O=S(=O)(O)O. Yields the product CCOC(=O)c1csc([N+](=O)[O-])c1Br. As a reaction SMILES: [CH2:1]([CH3:2])[O:3][C:4](=[O:5])[c:6]1[cH:7][s:8][cH:9][c:10]1[Br:11].[OH:12][N+:13]([O-:14])=[O:15].[S:16](=[O:17])(=[O:18])([OH:19])[OH:20]>>[CH2:1]([CH3:2])[O:3][C:4](=[O:5])[c:6]1[cH:7][s:8][c:9]([N+:13](=[O:12])[O-:14])[c:10]1[Br:11]. Starting materials: C1CCOC1, [Li]CCCC, COc1ccc(C(C)(C)C=C(Br)Br)cc1, CI. Product: CC#CC(C)(C)c1ccc(OC)cc1. Reaction SMILES: [CH2:23]1[O:24][CH2:25][CH2:26][CH2:27]1.[CH3:16][CH2:17][CH2:18][CH2:19][Li:20].[CH3:1][C:2]([CH:3]=[C:4]([Br:5])[Br:6])([CH3:7])[c:8]1[cH:9][cH:10][c:11]([O:14][CH3:15])[cH:12][cH:13]1.[CH3:21][I:22]>>[CH3:1][C:2]([C:3]#[C:4][CH3:16])([CH3:7])[c:8]1[cH:9][cH:10][c:11]([O:14][CH3:15])[cH:12][cH:13]1. Starting materials: [Al+3], C1CCOC1, CCOC(C)=O, [H-], [H-], [H-], [H-], [Li+], [Na+], [OH-], O, ON=C1CCCC(c2ccccc2)C1. Yields the product NC1CCCC(c2ccccc2)C1. As a reaction SMILES: [Al+3:16].[CH2:24]1[O:25][CH2:26][CH2:27][CH2:28]1.[CH3:29][CH2:30][O:31][C:32]([CH3:33])=[O:34].[H-:15].[H-:18].[H-:19].[H-:20].[Li+:17].[Na+:23].[OH-:22].[OH2:21].[c:1]1([CH:7]2[CH2:8][C:9](=[N:13][OH:14])[CH2:10][CH2:11][CH2:12]2)[cH:2][cH:3][cH:4][cH:5][cH:6]1>>[c:1]1([CH:7]2[CH2:8][CH:9]([NH2:13])[CH2:10][CH2:11][CH2:12]2)[cH:2][cH:3][cH:4][cH:5][cH:6]1. Starting materials: C(C)(=O)[O-].[NH4+] (Ammonium acetate), COC=1C=C(C=CC1N1C=NC(=C1)C)/C=C/C(=O)NCC(=O)C1=CC=C(C=C1)OC ((E)-3-[3-methoxy-4-(4-methyl-1H-imidazol-1-yl)phenyl]-N-[2-(4-methoxyphenyl)-2-oxoethyl]acrylamide). The solvent is C(C)(=O)O (acetic acid). Reaction conditions: temperature 120 celsius, time 12 hour. Product: COC1=CC=C(C=C1)C=1N=C(NC1)\C=C\C1=CC(=C(C=C1)N1C=NC(=C1)C)OC (4-(4-methoxyphenyl)-2-{(E)-2-[3-methoxy-4-(4-methyl-1H-imidazol-1-yl)phenyl]vinyl}-1H-imidazole). The yield is 15.7%. RXN SMILES: C([O-])(=O)C.[NH4+:5].[CH3:6][O:7][C:8]1[CH:9]=[C:10](/[CH:20]=[CH:21]/[C:22]([NH:24][CH2:25][C:26]([C:28]2[CH:33]=[CH:32][C:31]([O:34][CH3:35])=[CH:30][CH:29]=2)=O)=O)[CH:11]=[CH:12][C:13]=1[N:14]1[CH:18]=[C:17]([CH3:19])[N:16]=[CH:15]1>C(O)(=O)C>[CH3:35][O:34][C:31]1[CH:32]=[CH:33][C:28]([C:26]2[N:5]=[C:22](/[CH:21]=[CH:20]/[C:10]3[CH:11]=[CH:12][C:13]([N:14]4[CH:18]=[C:17]([CH3:19])[N:16]=[CH:15]4)=[C:8]([O:7][CH3:6])[CH:9]=3)[NH:24][CH:25]=2)=[CH:29][CH:30]=1 |f:0.1|. Procedure details: Ammonium acetate (379 mg) was added to a solution of (E)-3-[3-methoxy-4-(4-methyl-1H-imidazol-1-yl)phenyl]-N-[2-(4-methoxyphenyl)-2-oxoethyl]acrylamide (100 mg) in acetic acid (3 mL), and the reaction solution was stirred at 120° C. for 12 hours. The reaction solution was concentrated. Ethyl acetate and saturated sodium bicarbonate water were added to the resulting residue, and the organic layer was separated. The resulting organic layer was washed with brine, dried over anhydrous sodium sulfate... Starting materials: O (water), (R)-5-biphenyl-4-ylmethyl-3-[1-dimethylaminometh-(E/Z)-ylidene]-2-oxo-pyrrolidine-1-carboxylic acid tert-butyl ester, C(C)(C)(C)OC(=O)N1C(/C(/C[C@H]1CC1=CC=C(C=C1)C1=CC=CC=C1)=C/N(C(C)C)C(C)C)=O ((R)-5-biphenyl-4-ylmethyl-3-[1-diisopropylamino-meth-(E)-ylidene]-2-oxo-pyrrolidine-1-carboxylic acid tert-butyl ester), S(O)(O)(=O)=O (Sulphuric acid). Solvent: C1CCOC1 (THF). Run at temperature 10 celsius, time 0.5 hour. Yields the product C(C)(C)(C)OC(=O)N1C(C(C[C@H]1CC1=CC=C(C=C1)C1=CC=CC=C1)=C)=O ((R)-5-Biphenyl-4-ylmethyl-3-methylene-2-oxo-pyrrolidine-1-carboxylic acid tert-butyl ester). As a reaction SMILES: [C:1]([O:5][C:6]([N:8]1[C@H:12]([CH2:13][C:14]2[CH:19]=[CH:18][C:17]([C:20]3[CH:25]=[CH:24][CH:23]=[CH:22][CH:21]=3)=[CH:16][CH:15]=2)[CH2:11]/[C:10](=[CH:26]\N(C(C)C)C(C)C)/[C:9]1=[O:34])=[O:7])([CH3:4])([CH3:3])[CH3:2].S(=O)(=O)(O)O.O>C1COCC1>[C:1]([O:5][C:6]([N:8]1[C@H:12]([CH2:13][C:14]2[CH:15]=[CH:16][C:17]([C:20]3[CH:21]=[CH:22][CH:23]=[CH:24][CH:25]=3)=[CH:18][CH:19]=2)[CH2:11][C:10](=[CH2:26])[C:9]1=[O:34])=[O:7])([CH3:4])([CH3:3])[CH3:2]. Procedure details: Crude (R)-5-biphenyl-4-ylmethyl-3-[1-dimethylaminometh-(E/Z)-ylidene]-2-oxo-pyrrolidine-1-carboxylic acid tert-butyl ester (7-a, R1=Boc, R6=Me, R7=Me) (66.7 g) is dissolved in THF (340 ml) and cooled to 10° C. Sulphuric acid (96%; 6.9 ml) is added followed by water (152 ml). The mixture is stirred at room temperature for 0.5 h. Phases are separated. The organic phase is added to formaldehyde solution (37% in water; 138 ml). 1% Tetra-n-butylammoniumhydroxide solution (14.2 ml) is added. Potassium... The reactants are ICCl (ICH2Cl), COC([C@H](CC1=CC(=CC(=C1)F)F)NC(=O)OC(C)(C)C)=O ((2S)-2-[(tert-butoxycarbonyl)amino]-3-(3,5-difluorophenyl)propanoic acid methyl ester), C(CCC)[Li] (n-butyllithium), [Li+].CC(C)[N-]C(C)C (LDA). The solvent is C1CCOC1 (THF). Run at time 30 minute. The product is ClCC([C@H](CC1=CC(=CC(=C1)F)F)NC(OC(C)(C)C)=O)=O (tert-butyl (1S)-3-chloro-1-(3,5-difluorobenzyl)-2-oxopropylcarbamate). As a reaction SMILES: I[CH2:2][Cl:3].C[O:5][C:6](=O)[C@@H:7]([NH:17][C:18]([O:20][C:21]([CH3:24])([CH3:23])[CH3:22])=[O:19])[CH2:8][C:9]1[CH:14]=[C:13]([F:15])[CH:12]=[C:11]([F:16])[CH:10]=1.[Li+].CC([N-]C(C)C)C.C([Li])CCC>C1COCC1>[Cl:3][CH2:2][C:6](=[O:5])[C@@H:7]([NH:17][C:18](=[O:19])[O:20][C:21]([CH3:22])([CH3:23])[CH3:24])[CH2:8][C:9]1[CH:14]=[C:13]([F:15])[CH:12]=[C:11]([F:16])[CH:10]=1 |f:2.3|. Reported procedure: ICH2Cl (3.54 g, 1.46 mL, 19.82 mmol, 1.25 equivalent) and THF (5 mL) are added to (2S)-2-[(tert-butoxycarbonyl)amino]-3-(3,5-difluorophenyl)propanoic acid methyl ester (II, EXAMPLE 1, 5 g, 15.86 mmol, 1 equivalent). The mixture is cooled to −78° and LDA (22.3 mL, 44.60 mmol, 2.25 equivalents, 2.0M) is added dropwise maintaining an internal temperature below −60°. Once the addition is complete, the contents are stirred for 30 min at −78° at which time n-butyllithium (15.3 mL, 19.82 mmol, 1.25 equ...